This data is from the Open Reaction Database (ORD), a public repository of structured organic reaction records. The task is: describe an organic reaction: reactants, conditions, products, and yield Reactants: FC(C=1C=C(CN(CC2=C(C=CC(=C2)C(F)(F)F)F)C2=NC=C(C=N2)Br)C=C(C1)C(F)(F)F)(F)F ((3,5-Bis-trifluoromethyl-benzyl)-(5-bromo-pyrimidin-2-yl)-(2-fluoro-5-trifluoromethyl-benzyl)-amine), C([O-])(O)=O.[Na+] (sodium bicarbonate), C(C)(C)(C)P(C1=C(C=CC=C1)C1=CC=CC=C1)C(C)(C)C (2-(di-tert-butylphosphino)biphenyl), CC(C)([O-])C.[Na+] (sodium tert-butoxide), N1CCC(CC1)C(=O)OCC (ethyl piperidine-4-carboxylate). Reagents/catalysts: C=1C=CC(=CC1)/C=C/C(=O)/C=C/C2=CC=CC=C2.C=1C=CC(=CC1)/C=C/C(=O)/C=C/C2=CC=CC=C2.C=1C=CC(=CC1)/C=C/C(=O)/C=C/C2=CC=CC=C2.[Pd].[Pd] (tris(dibenzylideneacetone)dipalladium). Solvent: C1(=CC=CC=C1)C (toluene), C(C)(=O)OCC (ethyl acetate). Reaction conditions: time 8 hour. Product: N1CCC(CC1)C(=O)OC(C)C=1C=NC(=NC1)N(CC1=C(C=CC(=C1)C(F)(F)F)F)CC1=CC(=CC(=C1)C(F)(F)F)C(F)(F)F (1-{2-[(3,5-bis-trifluoromethyl-benzyl)-(2-fluoro-5-trifluoromethyl-benzyl)-amino]-pyrimidin-5-yl}-ethyl piperidine-4-carboxylate). RXN SMILES: [F:1][C:2]([F:35])([F:34])[C:3]1[CH:4]=[C:5]([CH:27]=[C:28]([C:30]([F:33])([F:32])[F:31])[CH:29]=1)[CH2:6][N:7]([C:20]1[N:25]=[CH:24][C:23](Br)=[CH:22][N:21]=1)[CH2:8][C:9]1[CH:14]=[C:13]([C:15]([F:18])([F:17])[F:16])[CH:12]=[CH:11][C:10]=1[F:19].C(P(C(C)(C)C)C1C=CC=CC=1C1C=CC=CC=1)(C)(C)C.CC(C)([O-])C.[Na+].[NH:63]1[CH2:68][CH2:67][CH:66]([C:69]([O:71][CH2:72][CH3:73])=[O:70])[CH2:65][CH2:64]1.C(=O)(O)[O-].[Na+]>C1(C)C=CC=CC=1.C1C=CC(/C=C/C(/C=C/C2C=CC=CC=2)=O)=CC=1.C1C=CC(/C=C/C(/C=C/C2C=CC=CC=2)=O)=CC=1.C1C=CC(/C=C/C(/C=C/C2C=CC=CC=2)=O)=CC=1.[Pd].[Pd].C(OCC)(=O)C>[NH:63]1[CH2:68][CH2:67][CH:66]([C:69]([O:71][CH:72]([C:23]2[CH:22]=[N:21][C:20]([N:7]([CH2:6][C:5]3[CH:27]=[C:28]([C:30]([F:33])([F:32])[F:31])[CH:29]=[C:3]([C:2]([F:35])([F:34])[F:1])[CH:4]=3)[CH2:8][C:9]3[CH:14]=[C:13]([C:15]([F:16])([F:17])[F:18])[CH:12]=[CH:11][C:10]=3[F:19])=[N:25][CH:24]=2)[CH3:73])=[O:70])[CH2:65][CH2:64]1 |f:2.3,5.6,8.9.10.11.12|. Reported procedure: (3,5-Bis-trifluoromethyl-benzyl)-(5-bromo-pyrimidin-2-yl)-(2-fluoro-5-trifluoromethyl-benzyl)-amine (300 mg) is dissolved in toluene (5 ml) and thereto are added tris(dibenzylideneacetone)dipalladium (48 mg), 2-(di-tert-butylphosphino)biphenyl (62 mg), sodium tert-butoxide (75 mg) and ethyl piperidine-4-carboxylate (120 μl) and the mixture is stirred under nitrogen atmosphere at room temperature overnight. To the reaction solution are added a saturated aqueous sodium bicarbonate solution and eth... The reactants are CN(C)C=O, Cc1ccc(-c2ccccc2C(=O)O)cc1, ClC(Cl)Cl. The product is Cc1ccc(-c2ccccc2C(=O)Cl)cc1. RXN SMILES: [CH3:17][N:18]([CH3:19])[CH:20]=[O:21].[CH3:1][c:2]1[cH:3][cH:4][c:5](-[c:8]2[c:9]([C:14](=[O:15])[OH:16])[cH:10][cH:11][cH:12][cH:13]2)[cH:6][cH:7]1.[CH:22]([Cl:23])([Cl:24])[Cl:25]>>[CH3:1][c:2]1[cH:3][cH:4][c:5](-[c:8]2[c:9]([C:14](=[O:16])[Cl:23])[cH:10][cH:11][cH:12][cH:13]2)[cH:6][cH:7]1. Reactants: NC1=C(C=CC(=C1)C(C)(C)C)NC(CCC1CC(C1)N(C)C[C@H]1C[C@H]([C@@H]2OC(O[C@@H]21)(C)C)N2C=CC1=C2N=CN=C1NCC1=C(C=C(C=C1)OC)OC)=O (N-(2-amino-4-(tert-butyl)phenyl)-3-(3-((((3aR,4R,6R,6aS)-6-(4-((2,4-dimethoxybenzyl)amino)-7H-pyrrolo[2,3-d]pyrimidin-7-yl)-2,2-dimethyltetrahydro-3aH-cyclopenta[d][1,3]dioxol-4-yl)methyl)(methyl)amino)cyclobutyl)propanamide), C(C)(=O)O (Acetic acid). The product is C(C)(C)(C)C1=CC2=C(NC(=N2)CCC2CC(C2)N(C)C[C@H]2C[C@H]([C@H]3[C@@H]2OC(O3)(C)C)N3C=CC2=C3N=CN=C2NCC2=C(C=C(C=C2)OC)OC)C=C1 (7-((3aS,4R,6R,6aR)-6-(((3-(2-(5-(tert-butyl)-1H-benzo[d]imidazol-2-yl)ethyl)cyclobutyl)(methyl)amino)methyl)-2,2-dimethyltetrahydro-3aH-cyclopenta[d][1,3]dioxol-4-yl)-N-(2,4-dimethoxybenzyl)-7H-pyrrolo[2,3-d]pyrimidin-4-amine). Yield: 86.6%. RXN SMILES: [NH2:1][C:2]1[CH:7]=[C:6]([C:8]([CH3:11])([CH3:10])[CH3:9])[CH:5]=[CH:4][C:3]=1[NH:12][C:13](=O)[CH2:14][CH2:15][CH:16]1[CH2:19][CH:18]([N:20]([CH2:22][C@@H:23]2[C@@H:30]3[C@@H:26]([O:27][C:28]([CH3:32])([CH3:31])[O:29]3)[C@H:25]([N:33]3[C:37]4[N:38]=[CH:39][N:40]=[C:41]([NH:42][CH2:43][C:44]5[CH:49]=[CH:48][C:47]([O:50][CH3:51])=[CH:46][C:45]=5[O:52][CH3:53])[C:36]=4[CH:35]=[CH:34]3)[CH2:24]2)[CH3:21])[CH2:17]1.C(O)(=O)C>>[C:8]([C:6]1[CH:5]=[CH:4][C:3]2[NH:12][C:13]([CH2:14][CH2:15][CH:16]3[CH2:17][CH:18]([N:20]([CH2:22][C@@H:23]4[C@H:30]5[O:29][C:28]([CH3:32])([CH3:31])[O:27][C@H:26]5[C@H:25]([N:33]5[C:37]6[N:38]=[CH:39][N:40]=[C:41]([NH:42][CH2:43][C:44]7[CH:49]=[CH:48][C:47]([O:50][CH3:51])=[CH:46][C:45]=7[O:52][CH3:53])[C:36]=6[CH:35]=[CH:34]5)[CH2:24]4)[CH3:21])[CH2:19]3)=[N:1][C:2]=2[CH:7]=1)([CH3:10])([CH3:9])[CH3:11]. Procedure: A solution of N-(2-amino-4-(tert-butyl)phenyl)-3-(3-((((3aR,4R,6R,6aS)-6-(4-((2,4-dimethoxybenzyl)amino)-7H-pyrrolo[2,3-d]pyrimidin-7-yl)-2,2-dimethyltetrahydro-3aH-cyclopenta[d][1,3]dioxol-4-yl)methyl)(methyl)amino)cyclobutyl)propanamide (0.24 g, 0.32 mmol) in Acetic acid (5 ml, 90 mmol) was stirred overnight at 60° C. The volatiles were removed in vacuo and remaining residue partitioned between Na2CO3 (2N) and DCM. The aqueous layer was extracted 3× with DCM and the combined organics dried wit... Reactants: ClC1=NC=CC(=N1)C1=C(N=C(S1)C1CCOCC1)C=1C(=C(C=CC1)NS(=O)(=O)C1=COC=C1)F (N-{3-[5-(2-chloro-4-pyrimidinyl)-2-(tetrahydro-2H-pyran-4-yl)-1,3-thiazol-4-yl]-2-fluorophenyl}-3-furansulfonamide), N1(CCOCC1)CCN ([2-(4-morpholinyl)ethyl]amine). The solvent is O1CCOCC1 (1,4-dioxane). The product is FC1=C(C=CC=C1C=1N=C(SC1C1=NC(=NC=C1)NCCN1CCOCC1)C1CCOCC1)NS(=O)(=O)C1=COC=C1 (N-{2-fluoro-3-[5-(2-{[2-(4-morpholinyl)ethyl]amino}-4-pyrimidinyl)-2-(tetrahydro-2H-pyran-4-yl)-1,3-thiazol-4-yl]phenyl}-3-furansulfonamide). RXN SMILES: Cl[C:2]1[N:7]=[C:6]([C:8]2[S:12][C:11]([CH:13]3[CH2:18][CH2:17][O:16][CH2:15][CH2:14]3)=[N:10][C:9]=2[C:19]2[C:20]([F:34])=[C:21]([NH:25][S:26]([C:29]3[CH:33]=[CH:32][O:31][CH:30]=3)(=[O:28])=[O:27])[CH:22]=[CH:23][CH:24]=2)[CH:5]=[CH:4][N:3]=1.[N:35]1([CH2:41][CH2:42][NH2:43])[CH2:40][CH2:39][O:38][CH2:37][CH2:36]1>O1CCOCC1>[F:34][C:20]1[C:19]([C:9]2[N:10]=[C:11]([CH:13]3[CH2:18][CH2:17][O:16][CH2:15][CH2:14]3)[S:12][C:8]=2[C:6]2[CH:5]=[CH:4][N:3]=[C:2]([NH:43][CH2:42][CH2:41][N:35]3[CH2:40][CH2:39][O:38][CH2:37][CH2:36]3)[N:7]=2)=[CH:24][CH:23]=[CH:22][C:21]=1[NH:25][S:26]([C:29]1[CH:33]=[CH:32][O:31][CH:30]=1)(=[O:28])=[O:27]. Procedure: Following a procedure analogous to the procedure described in example 300 using N-{3-[5-(2-chloro-4-pyrimidinyl)-2-(tetrahydro-2H-pyran-4-yl)-1,3-thiazol-4-yl]-2-fluorophenyl}-3-furansulfonamide (110 mg, 0.211 mmol), [2-(4-morpholinyl)ethyl]amine (137 mg, 1.056 mmol) in 1,4-dioxane (2 mL), the title compound was obtained as a white foam (35 mg, 25.6%. 1H NMR (400 MHz, DMSO-d6) ppm 1.62-1.83 (m, 2H), 2.01 (dd, J=12.76, 2.15 Hz, 2H), 2.35-2.47 (m, 7H), 3.23-3.32 (m, 2H), 3.47 (td, J=11.56, 1.89 Hz... Starting materials: Cl.Cl.N1CCC(CC1)CCCCNC(C=CC=1C=NC=CC1)=O (N-[4-(piperidin-4-yl)-butyl]-3-(pyridin-3-yl)-acrylamide dihydrochloride), ClC1C2=C(SCC3=C1C=CC=C3)C=CC=C2 (11-chlor-6,11-dihydro-dibenzo[b,e]thiepine), C1(=C(C(=C(C(=C1F)F)F)N)F)N.Cl.Cl (dihydrochloride), TEA. The solvent is ClCCl (dichlormethane), ClCCl (dichlormethane). Run at time 24 hour. Yields the product C1=CC=CC=2SCC3=C(C(C21)N2CCC(CC2)CCCCNC(C=CC=2C=NC=CC2)=O)C=CC=C3 (N-{4-[1-(6,11-dihydro-dibenzo [b,e]thiepin-11-yl)-piperidin-4-yl]-butyl}-3-(pyridin-3-yl)-acrylamide). RXN SMILES: Cl.Cl.[NH:3]1[CH2:8][CH2:7][CH:6]([CH2:9][CH2:10][CH2:11][CH2:12][NH:13][C:14](=[O:23])[CH:15]=[CH:16][C:17]2[CH:18]=[N:19][CH:20]=[CH:21][CH:22]=2)[CH2:5][CH2:4]1.C1(N)C(F)=C(F)C(F)=C(N)C=1F.Cl.Cl.Cl[CH:39]1[C:45]2[CH:46]=[CH:47][CH:48]=[CH:49][C:44]=2[CH2:43][S:42][C:41]2[CH:50]=[CH:51][CH:52]=[CH:53][C:40]1=2>ClCCl>[CH:53]1[C:40]2[CH:39]([N:3]3[CH2:8][CH2:7][CH:6]([CH2:9][CH2:10][CH2:11][CH2:12][NH:13][C:14](=[O:23])[CH:15]=[CH:16][C:17]4[CH:18]=[N:19][CH:20]=[CH:21][CH:22]=4)[CH2:5][CH2:4]3)[C:45]3[CH:46]=[CH:47][CH:48]=[CH:49][C:44]=3[CH2:43][S:42][C:41]=2[CH:50]=[CH:51][CH:52]=1 |f:0.1.2,3.4.5|. Reported procedure: 7.02 g (21.5 mmol) N-[4-(piperidin-4-yl)-butyl]-3-(pyridin-3-yl)-acrylamide dihydrochloride (substance 14 as a dihydrochloride) are suspended in 100 ml abs. dichlormethane and added to 7.08 g (70.0 mmol) TEA. The mixture is cooled to ca 0° C. under moisture exclusion and a solution of 5.30 g (21.5 mmol) 11-chlor-6,11-dihydro-dibenzo[b,e]thiepine in 10 ml abs. dichlormethane is added dropwise. The mixture is stirred for 24 hours at RT without further cooling. Subsequently, the batch is washed wit... RXN SMILES: [CH3:1][N:2]([CH:3]1[CH2:4][CH2:5][O:6][CH2:7][CH2:8]1)[CH2:9][c:10]1[cH:11][cH:12][c:13]([NH:16][C:17]([CH:18]=[CH:19][c:20]2[s:21][c:22](-[c:25]3[cH:26][cH:27][c:28]([CH:31]([CH3:32])[CH3:33])[cH:29][cH:30]3)[cH:23][cH:24]2)=[O:34])[cH:14][cH:15]1.[CH3:35][I:36].[O:37]=[CH:38][N:39]([CH3:40])[CH3:41]>>[CH3:1][N+:2]([CH:3]1[CH2:4][CH2:5][O:6][CH2:7][CH2:8]1)([CH2:9][c:10]1[cH:11][cH:12][c:13]([NH:16][C:17]([CH:18]=[CH:19][c:20]2[s:21][c:22](-[c:25]3[cH:26][cH:27][c:28]([CH:31]([CH3:32])[CH3:33])[cH:29][cH:30]3)[cH:23][cH:24]2)=[O:34])[cH:14][cH:15]1)[CH3:35].[I-:36]. Product: CC(C)c1ccc(-c2ccc(C=CC(=O)Nc3ccc(C[N+](C)(C)C4CCOCC4)cc3)s2)cc1, [I-]. Reactants: CC(C)c1ccc(-c2ccc(C=CC(=O)Nc3ccc(CN(C)C4CCOCC4)cc3)s2)cc1, CI, CN(C)C=O. Reactants: O=C(O)c1ccc(C(=O)O)c(Br)c1, CC(=O)[O-], CC(=O)[O-], COCCOC, CC(=O)O, [Cu+2], [K+], [K+], CCn1nccc1N, O=C([O-])[O-], O. Yields the product CCn1nccc1Nc1cc(C(=O)O)ccc1C(=O)O. RXN SMILES: [Br:1][c:2]1[c:3]([C:4](=[O:5])[OH:6])[cH:7][cH:8][c:9]([C:11](=[O:12])[OH:13])[cH:10]1.[C:34]([O-:35])(=[O:36])[CH3:37].[C:39]([O-:40])(=[O:41])[CH3:42].[CH3:14][O:15][CH2:16][CH2:17][O:18][CH3:19].[CH3:43][C:44](=[O:45])[OH:46].[Cu+2:38].[K+:28].[K+:29].[NH2:20][c:21]1[cH:22][cH:23][n:24][n:25]1[CH2:26][CH3:27].[O-:30][C:31]([O-:32])=[O:33].[OH2:47]>>[c:2]1([NH:20][c:21]2[cH:22][cH:23][n:24][n:25]2[CH2:26][CH3:27])[c:3]([C:4](=[O:5])[OH:6])[cH:7][cH:8][c:9]([C:11](=[O:12])[OH:13])[cH:10]1. The reactants are [Li]CCCC, C1CCOC1, CCCCCC, CCOC(C)=O, ClCCBr, Cl, O=C(O)Cc1ccccc1. Yields the product O=C(O)C(CCCl)c1ccccc1. Reaction SMILES: [CH2:1]([Li:2])[CH2:3][CH2:4][CH3:5].[CH2:27]1[O:28][CH2:29][CH2:30][CH2:31]1.[CH3:21][CH2:22][CH2:23][CH2:24][CH2:25][CH3:26].[CH3:32][CH2:33][O:34][C:35](=[O:36])[CH3:37].[Cl:16][CH2:17][CH2:18][Br:19].[ClH:20].[OH:6][C:7](=[O:8])[CH2:9][c:10]1[cH:11][cH:12][cH:13][cH:14][cH:15]1>>[OH:6][C:7](=[O:8])[CH:9]([c:10]1[cH:11][cH:12][cH:13][cH:14][cH:15]1)[CH2:18][CH2:17][Cl:16]. Starting materials: ClCCCN(C)C (1-chloro-3-dimethylaminopropane), C(C)OC(C(=O)C1=CNC2=CC=CC=C12)=O (ethyl-2-(1H-indol-3-yl)-2-oxoacetate), C(=O)([O-])[O-].[Cs+].[Cs+] (Cs2CO3). Yields the product C(C)OC(C(=O)C1=CN(C2=CC=CC=C12)CCN(C)C)=O (ethyl-2-{1-[2-(dimethylamino)ethyl]-1H-indol-3-yl}-2-oxoacetate). Yield: 63.3%. Reaction SMILES: ClC[CH2:3][CH2:4][N:5]([CH3:7])[CH3:6].[CH2:8]([O:10][C:11](=[O:23])[C:12]([C:14]1[C:22]2[C:17](=[CH:18][CH:19]=[CH:20][CH:21]=2)[NH:16][CH:15]=1)=[O:13])[CH3:9].C([O-])([O-])=O.[Cs+].[Cs+]>>[CH2:8]([O:10][C:11](=[O:23])[C:12]([C:14]1[C:22]2[C:17](=[CH:18][CH:19]=[CH:20][CH:21]=2)[N:16]([CH2:3][CH2:4][N:5]([CH3:7])[CH3:6])[CH:15]=1)=[O:13])[CH3:9] |f:2.3.4|. Procedure: The general procedure 1 was then followed using 1-chloro-3-dimethylaminopropane (7 mmol, 0.75 g), ethyl-2-(1H-indol-3-yl)-2-oxoacetate (6 mmol, 1.3 g) and Cs2CO3 (6.6 mmol, 2.15 g). The purification was achieved by column chromatography (petro-lether:ethylacetate:diethylamine 6:3:1) to yield ethyl-2-{1-[2-(dimethylamino)ethyl]-1H-indol-3-yl}-2-oxoacetate (3.8 mmol, 63%) as an pale yellow oil. IR {tilde over (ν)} [cm−1]=3023; 2962; 2917; 1732; 1630. EI-MS m/z (rel. int.)=302 (8.21%; M+•.). 1H NMR...